Task: describe an organic reaction: reactants, conditions, products, and yield. Dataset: the Open Reaction Database (ORD), a public repository of structured organic reaction records The reactants are COCOc1cc(C)c(Br)c2ccc(=O)[nH]c12, CCCCC([Sn])=C(CCCC)CCCC, CN(C)C=O. Reaction SMILES: [Br:1][c:2]1[c:3]2[cH:4][cH:5][c:6](=[O:17])[nH:7][c:8]2[c:9]([O:13][CH2:14][O:15][CH3:16])[cH:10][c:11]1[CH3:12].[CH2:18]([CH2:19][CH2:31][CH3:32])[C:20]([Sn:21])=[C:22]([CH2:23][CH2:24][CH2:25][CH3:26])[CH2:27][CH2:28][CH2:29][CH3:30].[CH3:33][N:34]([CH3:35])[CH:36]=[O:37]>>[c:2]1([CH:18]=[CH2:19])[c:3]2[cH:4][cH:5][c:6](=[O:17])[nH:7][c:8]2[c:9]([O:13][CH2:14][O:15][CH3:16])[cH:10][c:11]1[CH3:12]. Product: C=Cc1c(C)cc(OCOC)c2[nH]c(=O)ccc12.